This data is from the Open Reaction Database (ORD), a public repository of structured organic reaction records. The task is: describe an organic reaction: reactants, conditions, products, and yield Reactants: C(C1=CC=CC=C1)N1CC(C(CC1)C)O (1-Benzyl-4-methyl-piperidin-3-ol), O.C1(=CC=C(C=C1)S(=O)(=O)O)C (para-toluenesulfonic acid monohydrate). Solvent: CC(=O)C (acetone), CC(=O)C (acetone). Reaction conditions: temperature 0 celsius, time 1.5 hour. Product: C1(=CC=C(C=C1)S(=O)(=O)O)C.C(C1=CC=CC=C1)N1CC(C(CC1)C)O (1-Benzyl-4-methyl-piperidin-3-ol-toluene-4-sulfonic Acid Salt). The yield is 100.0%. As a reaction SMILES: [CH2:1]([N:8]1[CH2:13][CH2:12][CH:11]([CH3:14])[CH:10]([OH:15])[CH2:9]1)[C:2]1[CH:7]=[CH:6][CH:5]=[CH:4][CH:3]=1.O.[C:17]1([CH3:27])[CH:22]=[CH:21][C:20]([S:23]([OH:26])(=[O:25])=[O:24])=[CH:19][CH:18]=1>CC(C)=O>[C:17]1([CH3:27])[CH:18]=[CH:19][C:20]([S:23]([OH:26])(=[O:24])=[O:25])=[CH:21][CH:22]=1.[CH2:1]([N:8]1[CH2:13][CH2:12][CH:11]([CH3:14])[CH:10]([OH:15])[CH2:9]1)[C:2]1[CH:3]=[CH:4][CH:5]=[CH:6][CH:7]=1 |f:1.2,4.5|. Reported procedure: To a stirred solution of the product from Method C (65.32 grams/0.318 mol) dissolved in 175 mL of acetone and cooled to 0° C. was added a solution of para-toluenesulfonic acid monohydrate in 350 mL of acetone (dropwise) over 2 hours and the resulting mixture stirred at 0° C. for 1.5 hours. The precipitate was filtered and the filter cake washed with 90 mL of diisopropyl ether. The solid product was then dried in vacuo affording 58.55 grams (100%) of the title compound as a white solid. LRMS: 378... Reactants: COc1ccc(Br)cc1, Cc1ccccc1, CC(=O)O, CCOC(=O)N1CCC(C(=O)c2ccc(F)cc2)CC1, [Mg], C1CCOC1. The product is CCOC(=O)N1CCC(C(O)(c2ccc(F)cc2)c2ccc(OC)cc2)CC1. Reaction SMILES: [Br:1][c:2]1[cH:3][cH:4][c:5]([O:8][CH3:9])[cH:6][cH:7]1.[CH3:36][c:37]1[cH:38][cH:39][cH:40][cH:41][cH:42]1.[CH3:43][C:44](=[O:45])[OH:46].[F:16][c:17]1[cH:18][cH:19][c:20]([C:21](=[O:22])[CH:23]2[CH2:24][CH2:25][N:26]([C:29](=[O:30])[O:31][CH2:32][CH3:33])[CH2:27][CH2:28]2)[cH:34][cH:35]1.[Mg:10].[O:11]1[CH2:12][CH2:13][CH2:14][CH2:15]1>>[c:2]1([C:21]([c:20]2[cH:19][cH:18][c:17]([F:16])[cH:35][cH:34]2)([OH:22])[CH:23]2[CH2:24][CH2:25][N:26]([C:29](=[O:30])[O:31][CH2:32][CH3:33])[CH2:27][CH2:28]2)[cH:3][cH:4][c:5]([O:8][CH3:9])[cH:6][cH:7]1. Reactants: C(C)(C)(C)OC(=O)N1CCN(CC1)C(C1=CC=C(C=C1)C=1C=C2C(=NC1)NC=C2C2=CC=C(C=C2)C(N)=O)=O (4-{4-[3-(4-carbamoyl-phenyl)-1H-pyrrolo[2,3-b]pyridin-5-yl]-benzoyl}-piperazine-1-carboxylic acid tert-butyl ester), Cl (HCl). The solvent is CO (MeOH), O1CCOCC1 (dioxane). Run at time 1 hour. Product: Cl.N1(CCNCC1)C(=O)C1=CC=C(C=C1)C=1C=C2C(=NC1)NC=C2C2=CC=C(C(=O)N)C=C2 (4-{5-[4-(piperazine-1-carbonyl)-phenyl]-1H-pyrrolo[2,3-b]pyridin-3-yl}-benzamide, hydrochloride salt). Yield: 116.0%. Reaction SMILES: C(OC([N:8]1[CH2:13][CH2:12][N:11]([C:14](=[O:39])[C:15]2[CH:20]=[CH:19][C:18]([C:21]3[CH:22]=[C:23]4[C:29]([C:30]5[CH:35]=[CH:34][C:33]([C:36](=[O:38])[NH2:37])=[CH:32][CH:31]=5)=[CH:28][NH:27][C:24]4=[N:25][CH:26]=3)=[CH:17][CH:16]=2)[CH2:10][CH2:9]1)=O)(C)(C)C.[ClH:40]>CO.O1CCOCC1>[ClH:40].[N:11]1([C:14]([C:15]2[CH:20]=[CH:19][C:18]([C:21]3[CH:22]=[C:23]4[C:29]([C:30]5[CH:31]=[CH:32][C:33]([C:36]([NH2:37])=[O:38])=[CH:34][CH:35]=5)=[CH:28][NH:27][C:24]4=[N:25][CH:26]=3)=[CH:17][CH:16]=2)=[O:39])[CH2:10][CH2:9][NH:8][CH2:13][CH2:12]1 |f:4.5|. Reported procedure: A solution of 4-{4-[3-(4-carbamoyl-phenyl)-1H-pyrrolo[2,3-b]pyridin-5-yl]-benzoyl}-piperazine-1-carboxylic acid tert-butyl ester (100 mg, 0.19 mmol) in MeOH (3 ml) was treated with 4 N HCl in dioxane (2.5 ml) and stirred at room temperature for 1 hr. The mixture was evaporated, taken up in MeOH and evaporated again. This was repeated twice to give 102 mg (116%) of the title compound. MS ESI (m/z): MS ESI (m/z): 426.4 (M+1)+, calc. 425.